From a dataset of the Open Reaction Database (ORD), a public repository of structured organic reaction records. describe an organic reaction: reactants, conditions, products, and yield Starting materials: N#CBr, c1ccc(NCCCCCCCCOc2cccc3ccccc23)cc1, c1ccccc1. The product is N#CN(CCCCCCCCOc1cccc2ccccc12)c1ccccc1. As a reaction SMILES: [N:27]#[C:28][Br:29].[c:1]1([O:11][CH2:12][CH2:13][CH2:14][CH2:15][CH2:16][CH2:17][CH2:18][CH2:19][NH:20][c:21]2[cH:22][cH:23][cH:24][cH:25][cH:26]2)[cH:2][cH:3][cH:4][c:5]2[cH:6][cH:7][cH:8][cH:9][c:10]12.[cH:30]1[cH:31][cH:32][cH:33][cH:34][cH:35]1>>[c:1]1([O:11][CH2:12][CH2:13][CH2:14][CH2:15][CH2:16][CH2:17][CH2:18][CH2:19][N:20]([c:21]2[cH:22][cH:23][cH:24][cH:25][cH:26]2)[C:28]#[N:27])[cH:2][cH:3][cH:4][c:5]2[cH:6][cH:7][cH:8][cH:9][c:10]12. Reactants: FC1=C(C=CC=C1)N1CCNCC1 (1-(2-fluorophenyl)piperazine), FC(C1=NC(=NO1)C=1C=C(C(=O)O)C=CC1)(F)F (3-(5-(trifluoromethyl)-1,2,4-oxadiazol-3-yl)benzoic acid). The product is FC1=C(C=CC=C1)N1CCN(CC1)C(=O)C1=CC(=CC=C1)C1=NOC(=N1)C(F)(F)F ((4-(2-Fluorophenyl)piperazin-1-yl)(3-(5-(trifluoromethyl)-1,2,4-oxadiazol-3-yl)phenyl)methanone). Yield: 28.0%. RXN SMILES: [F:1][C:2]1[CH:7]=[CH:6][CH:5]=[CH:4][C:3]=1[N:8]1[CH2:13][CH2:12][NH:11][CH2:10][CH2:9]1.[F:14][C:15]([F:31])([F:30])[C:16]1[O:20][N:19]=[C:18]([C:21]2[CH:22]=[C:23]([CH:27]=[CH:28][CH:29]=2)[C:24](O)=[O:25])[N:17]=1>>[F:1][C:2]1[CH:7]=[CH:6][CH:5]=[CH:4][C:3]=1[N:8]1[CH2:13][CH2:12][N:11]([C:24]([C:23]2[CH:27]=[CH:28][CH:29]=[C:21]([C:18]3[N:17]=[C:16]([C:15]([F:30])([F:14])[F:31])[O:20][N:19]=3)[CH:22]=2)=[O:25])[CH2:10][CH2:9]1. Reported procedure: This compound was synthesized from 1-(2-fluorophenyl)piperazine and 3-(5-(trifluoromethyl)-1,2,4-oxadiazol-3-yl)benzoic acid as described for example 37 step 3 (45 mg, yield 28%). 1H NMR (400 MHz, CDCl3) δ 8.21-8.20 (m, 2H), 7.68-7.60 (m, 2H), 7.11-6.94 (m, 4H), 4.01 (m, 2H), 3.63 (m, 2H), 3.20-3.06 (m, 4H). MS (ESI) m/z: Calculated for C20H16F4N4O2: 420.12. found: 421.2 (M+H)+ Reactants: O=C(Cl)C(=O)Cl, ClCCl, CN(C)C=O, O=C(O)CCN1C(=O)C=CC1=O. Yields the product O=C(Cl)CCN1C(=O)C=CC1=O. As a reaction SMILES: [Cl:13][C:14]([C:15]([Cl:16])=[O:17])=[O:18].[Cl:24][CH2:25][Cl:26].[O:19]=[CH:20][N:21]([CH3:22])[CH3:23].[O:1]=[C:2]1[N:3]([CH2:8][CH2:9][C:10](=[O:11])[OH:12])[C:4](=[O:7])[CH:5]=[CH:6]1>>[O:1]=[C:2]1[N:3]([CH2:8][CH2:9][C:10](=[O:12])[Cl:13])[C:4](=[O:7])[CH:5]=[CH:6]1. Starting materials: COC=1C=C2C(=CC=NC2=CC1OC)OC1=CC=C(C=C1)N (6,7-Dimethoxy-4-(4-aminophenoxy)quinoline), C(C)(C)C1=CC=C(C=C1)N=C=O (4-isopropylphenyl isocyanate). Run in C1(=CC=CC=C1)C (toluene). The yield is 90.0%. As a reaction SMILES: [CH3:1][O:2][C:3]1[CH:4]=[C:5]2[C:10](=[CH:11][C:12]=1[O:13][CH3:14])[N:9]=[CH:8][CH:7]=[C:6]2[O:15][C:16]1[CH:21]=[CH:20][C:19]([NH2:22])=[CH:18][CH:17]=1.[CH:23]([C:26]1[CH:31]=[CH:30][C:29]([N:32]=[C:33]=[O:34])=[CH:28][CH:27]=1)([CH3:25])[CH3:24]>C1(C)C=CC=CC=1>[CH:23]([C:26]1[CH:31]=[CH:30][C:29]([NH:32][C:33]([NH:22][C:19]2[CH:18]=[CH:17][C:16]([O:15][C:6]3[C:5]4[C:10](=[CH:11][C:12]([O:13][CH3:14])=[C:3]([O:2][CH3:1])[CH:4]=4)[N:9]=[CH:8][CH:7]=3)=[CH:21][CH:20]=2)=[O:34])=[CH:28][CH:27]=1)([CH3:25])[CH3:24]. Reported procedure: 6,7-Dimethoxy-4-(4-aminophenoxy)quinoline (51 mg) was dissolved in toluene (3 ml) with heat, 4-isopropylphenyl isocyanate (0.2 ml) was added, and the admixture was refluxed with heat for 26 minutes. The resulting residue was purified by column chromatography on silica gel eluting with chloroform/acetone (10/1) to obtain 70 mg of the title compound (yield: 90%). Yields the product C(C)(C)C1=CC=C(C=C1)NC(=O)NC1=CC=C(C=C1)OC1=CC=NC2=CC(=C(C=C12)OC)OC (N-(4-Isopropylphenyl)-N'-{4-[(6,7-dimethoxy-4-quinolinyl)oxy]phenyl}urea). Reactants: CCO, Cl, NCCNC(=O)c1cc(C(=O)O)cc([N+](=O)[O-])c1, O. Product: NCCNC(=O)c1cc(N)cc(C(=O)O)c1. RXN SMILES: [CH3:20][CH2:21][OH:22].[ClH:19].[NH2:1][CH2:2][CH2:3][NH:4][C:5](=[O:6])[c:7]1[cH:8][c:9]([C:10](=[O:11])[OH:12])[cH:13][c:14]([N+:16]([O-:17])=[O:18])[cH:15]1.[OH2:23]>>[NH2:1][CH2:2][CH2:3][NH:4][C:5](=[O:6])[c:7]1[cH:8][c:9]([C:10](=[O:11])[OH:12])[cH:13][c:14]([NH2:16])[cH:15]1. Starting materials: O=C1C(CC2=CC(=C(C=C12)Cl)OCC(=O)O)CC ((1-oxo-2-ethyl-6-chloro-5-indanyloxy)acetic acid), BrBr (bromine). The reagents and catalysts are Br (hydrobromic acid). Solvent: C(C)(=O)O (acetic acid). The product is O=C1C(CC2=CC(=C(C=C12)Cl)OCC(=O)O)(CC)Br ((1-oxo-2-bromo-2-ethyl-6-chloro-5-indanyloxy)acetic acid). Reaction SMILES: [O:1]=[C:2]1[C:10]2[C:5](=[CH:6][C:7]([O:12][CH2:13][C:14]([OH:16])=[O:15])=[C:8]([Cl:11])[CH:9]=2)[CH2:4][CH:3]1[CH2:17][CH3:18].[Br:19]Br>Br.C(O)(=O)C>[O:1]=[C:2]1[C:10]2[C:5](=[CH:6][C:7]([O:12][CH2:13][C:14]([OH:16])=[O:15])=[C:8]([Cl:11])[CH:9]=2)[CH2:4][C:3]1([Br:19])[CH2:17][CH3:18]. Reported procedure: (1-Oxo-2-bromo-2-ethyl-6-chloro-5-indanyloxy)acetic acid is prepared by following substantially the same procedure as described in Example 1, Step B, using the following reagents: (1-oxo-2-ethyl-6-chloro-5-indanyloxy)acetic acid (13.44 g., 0.05 mole), bromine (8.79 g., 0.055 mole), acetic acid (135 ml.) and 48% hydrobromic acid (2 drops). The crude yield of the product is 17.38 g. (100%), m.p. 157°-159° C. Recrystallization from benzene gives (1-oxo-2-bromo-2-ethyl-6-chloro-5-indanyloxy)acetic a...